Dataset: the Open Reaction Database (ORD), a public repository of structured organic reaction records. Task: describe an organic reaction: reactants, conditions, products, and yield RXN SMILES: [CH2:1]([c:2]1[cH:3][cH:4][cH:5][cH:6][cH:7]1)[N:8]1[CH2:9][CH:10]([CH3:21])[C:11]2([O:12][CH:13]([CH3:18])[CH2:14][CH:15]([CH3:17])[O:16]2)[CH2:19][CH2:20]1.[CH3:24][OH:25].[H:22][H:23].[OH-:26].[OH-:28].[Pd+2:27]>>[NH:8]1[CH2:9][CH:10]([CH3:21])[C:11]2([O:12][CH:13]([CH3:18])[CH2:14][CH:15]([CH3:17])[O:16]2)[CH2:19][CH2:20]1. Product: CC1CC(C)OC2(CCNCC2C)O1. The reactants are CC1CC(C)OC2(CCN(Cc3ccccc3)CC2C)O1, CO, [H][H], [OH-], [OH-], [Pd+2]. Reactants: COc1ccc2[nH]c(SCc3ncnc(N4CCCCC4)c3C)nc2c1, O=C(OO)c1cccc(Cl)c1, ClCCl, N. Yields the product COc1ccc2[nH]c(S(=O)Cc3ncnc(N4CCCCC4)c3C)nc2c1. RXN SMILES: [CH3:12][O:13][c:14]1[cH:15][c:16]2[c:17]([nH:18][c:19]([S:21][CH2:22][c:23]3[n:24][cH:25][n:26][c:27]([N:30]4[CH2:31][CH2:32][CH2:33][CH2:34][CH2:35]4)[c:28]3[CH3:29])[n:20]2)[cH:36][cH:37]1.[Cl:1][c:2]1[cH:3][cH:4][cH:5][c:6]([C:7]([O:8][OH:10])=[O:9])[cH:11]1.[Cl:39][CH2:40][Cl:41].[NH3:38]>>[O:9]=[S:21]([c:19]1[nH:18][c:17]2[c:16]([cH:15][c:14]([O:13][CH3:12])[cH:37][cH:36]2)[n:20]1)[CH2:22][c:23]1[n:24][cH:25][n:26][c:27]([N:30]2[CH2:31][CH2:32][CH2:33][CH2:34][CH2:35]2)[c:28]1[CH3:29]. The reactants are BrBr (bromine), NC1=NC=CC2=C1C(=CS2)C2=CC=C(C=C2)NC(OC(C)(C)C)=O (tert-butyl 4-(4-aminothieno[32-c]pyridin-3-yl)phenylcarbamate). The solvent is ClCCl (dichloromethane), ClCCl (dichloromethane). Conditions: time 15 minute. The product is NC1=NC=C(C2=C1C(=CS2)C2=CC=C(C=C2)NC(OC(C)(C)C)=O)Br (tert-butyl 4-(4-amino-7-bromothieno[3,2-c]pyridin-3-yl)phenylcarbamate). The yield is 95.7%. As a reaction SMILES: [Br:1]Br.[NH2:3][C:4]1[C:9]2[C:10]([C:13]3[CH:18]=[CH:17][C:16]([NH:19][C:20](=[O:26])[O:21][C:22]([CH3:25])([CH3:24])[CH3:23])=[CH:15][CH:14]=3)=[CH:11][S:12][C:8]=2[CH:7]=[CH:6][N:5]=1>ClCCl>[NH2:3][C:4]1[C:9]2[C:10]([C:13]3[CH:14]=[CH:15][C:16]([NH:19][C:20](=[O:26])[O:21][C:22]([CH3:23])([CH3:25])[CH3:24])=[CH:17][CH:18]=3)=[CH:11][S:12][C:8]=2[C:7]([Br:1])=[CH:6][N:5]=1. Procedure: A solution of bromine (0.4 mL, 4.6 mmol) in dichloromethane (5 mL) was added dropwise to a −5° C. solution of Example 76A (1.57 g, 4.6 mmol) in dichloromethane (30 mL). The mixture was stirred at −5° C. to 0° C. for 15 minutes and quenched with 1:1 saturated NaHCO3 and saturated NaHSO3 (10 mL). The organic phase was separated, washed with water and brine, dried (Na2SO4), filtered, and concentrated to provide 1.85 g of the desired product. MS (ESI(+)) m/e 421 (M+H)+. Starting materials: C(C)(C)(C)OC(N(C)C1=CC(=C(C(=C1)C)CCS(=O)(=O)N1CCC2(C(NC(=N2)C2CCC(CC2)=C(C)C)=O)CC1)C)=O ((4-{2-[2-(4-isopropylidene-cyclohexyl)-4-oxo-1,3,8-triaza-spiro[4.5]dec-1-ene-8-sulfonyl]-ethyl}-3,5-dimethyl-phenyl)-methyl-carbamic acid tert-butyl ester), B(F)(F)F.CCOCC (BF3.Et2O). Reported procedure: About 40 4AMS beads were added to a solution of (4-{2-[2-(4-isopropylidene-cyclohexyl)-4-oxo-1,3,8-triaza-spiro[4.5]dec-1-ene-8-sulfonyl]-ethyl}-3,5-dimethyl-phenyl)-methyl-carbamic acid tert-butyl ester (85.7 mg, 143 μmol) in dichloromethane (1.4 ml), and the mixture was stirred at room temperature for 10 minutes. Thereafter, BF3.Et2O (90.2 μl, 715 μmol) was added to the reaction mixture at 0° C., and the mixture was stirred at room temperature for three hours. The reaction mixture was quenched... Reaction SMILES: C(O[C:6](=O)[N:7]([C:9]1[CH:14]=[C:13]([CH3:15])[C:12]([CH2:16][CH2:17][S:18]([N:21]2[CH2:40][CH2:39][C:24]3([N:28]=[C:27]([CH:29]4[CH2:34][CH2:33][C:32](=[C:35]([CH3:37])[CH3:36])[CH2:31][CH2:30]4)[NH:26][C:25]3=[O:38])[CH2:23][CH2:22]2)(=[O:20])=[O:19])=[C:11]([CH3:41])[CH:10]=1)C)(C)(C)C.B(F)(F)F.CCOCC>ClCCl>[CH3:15][C:13]1[CH:14]=[C:9]([NH:7][CH3:6])[CH:10]=[C:11]([CH3:41])[C:12]=1[CH2:16][CH2:17][S:18]([N:21]1[CH2:22][CH2:23][C:24]2([N:28]=[C:27]([CH:29]3[CH2:34][CH2:33][C:32](=[C:35]([CH3:37])[CH3:36])[CH2:31][CH2:30]3)[NH:26][C:25]2=[O:38])[CH2:39][CH2:40]1)(=[O:19])=[O:20] |f:1.2|. Conditions: time 10 minute. Isolated yield 92.2%. Run in ClCCl (dichloromethane). Product: CC1=C(C(=CC(=C1)NC)C)CCS(=O)(=O)N1CCC2(C(NC(=N2)C2CCC(CC2)=C(C)C)=O)CC1 (8-[2-(2,6-dimethyl-4-methylamino-phenyl)-ethanesulfonyl]-2-(4-isopropylidene-cyclohexyl)-1,3,8-triaza-spiro[4.5]dec-1-en-4-one). Reactants: C(C)(C)(C)C=1N=C(C=2C(N1)=NN(N2)CC)N2CC(CC2)(F)F (5-tert-Butyl-7-(3,3-difluoro-pyrrolidin-1-yl)-2-ethyl-2H-[1,2,3]triazolo[4,5-d]pyrimidine), C(C)(C)(C)C=1N=C(C2=C(N1)NN=N2)N2CC(CC2)(F)F (5-tert-butyl-7-(3,3-difluoropyrrolidin-1-yl)-3H-[1,2,3]triazolo[4,5-d]pyrimidine), BrCCOC (1-bromo-2-methoxyethane). Yields the product C(C)(C)(C)C=1N=C(C=2C(N1)=NN(N2)CCOC)N2CC(CC2)(F)F (5-tert-Butyl-7-(3,3-difluoro-pyrrolidin-1-yl)-2-(2-methoxy-ethyl)-2H-[1,2,3]triazolo[4,5-d]pyrimidine), gum. Isolated yield 32.0%. RXN SMILES: [C:1]([C:5]1[N:6]=[C:7]([N:16]2[CH2:20][CH2:19][C:18]([F:22])([F:21])[CH2:17]2)[C:8]2[C:9](=[N:11][N:12]([CH2:14][CH3:15])[N:13]=2)[N:10]=1)([CH3:4])([CH3:3])[CH3:2].C(C1N=C(N2CCC(F)(F)C2)C2N=NNC=2N=1)(C)(C)C.BrC[CH2:45][O:46]C>>[C:1]([C:5]1[N:6]=[C:7]([N:16]2[CH2:20][CH2:19][C:18]([F:21])([F:22])[CH2:17]2)[C:8]2[C:9](=[N:11][N:12]([CH2:14][CH2:15][O:46][CH3:45])[N:13]=2)[N:10]=1)([CH3:2])([CH3:3])[CH3:4]. Procedure: In analogy to the procedure described for the synthesis of 5-tert-butyl-7-(3,3-difluoro-pyrrolidin-1-yl)-2-ethyl-2H-[1,2,3]triazolo[4,5-d]pyrimidine (example 3, step b), the title compound was prepared from 5-tert-butyl-7-(3,3-difluoropyrrolidin-1-yl)-3H-[1,2,3]triazolo[4,5-d]pyrimidine and 1-bromo-2-methoxyethane and isolated as light-yellow gum (4.5 mg, 32%). MS (m/e): 341.3 (MH+). The reactants are CN(C)\C=C(/C(=O)OCC)\C(C(C)(C)C)=O ((Z)-ethyl 2-((dimethylamino)methylene)-4,4-dimethyl-3-oxopentanoate), Cl.ClC1=C(C=C(C=C1)NN)C(F)(F)F ((4-chloro-3-(trifluoromethyl)phenyl)hydrazine hydrochloride). As a reaction SMILES: C[N:2](/[CH:4]=[C:5](/[C:11](=O)[C:12]([CH3:15])([CH3:14])[CH3:13])\[C:6]([O:8][CH2:9][CH3:10])=[O:7])C.Cl.[Cl:18][C:19]1[CH:24]=[CH:23][C:22]([NH:25]N)=[CH:21][C:20]=1[C:27]([F:30])([F:29])[F:28]>>[C:12]([C:11]1[N:25]([C:22]2[CH:23]=[CH:24][C:19]([Cl:18])=[C:20]([C:27]([F:30])([F:28])[F:29])[CH:21]=2)[N:2]=[CH:4][C:5]=1[C:6]([O:8][CH2:9][CH3:10])=[O:7])([CH3:15])([CH3:14])[CH3:13] |f:1.2|. Reported procedure: Ethyl 5-tert-butyl-1-(4-chloro-3-(trifluoromethyl)phenyl)-1H-pyrazole-4-carboxylate was prepared from (Z)-ethyl 2-((dimethylamino)methylene)-4,4-dimethyl-3-oxopentanoate (Intermediate#83) and (4-chloro-3-(trifluoromethyl)phenyl)hydrazine hydrochloride by the same process used for Intermediate#116. Product: C(C)(C)(C)C1=C(C=NN1C1=CC(=C(C=C1)Cl)C(F)(F)F)C(=O)OCC (Ethyl 5-tert-butyl-1-(4-chloro-3-(trifluoromethyl)phenyl)-1H-pyrazole-4-carboxylate). The reactants are ClC=1C(=NC=C(C1)OC(F)F)OC1=C(C=C(C=C1Cl)N=C=O)Cl (4-(3-chloro-5-difluoromethoxy-2-pyridyloxy)-3,5-dichlorophenyl isocyanate), FC1=C(C(=O)N=C=O)C(=CC=C1)F (2,6-difluorobenzoyl isocyanate). Solvent: CCCCCCC (n-heptane). Product: ClC=1C(=NC=C(C1)OC(F)F)OC1=C(C=C(C=C1Cl)N1C(N=C(OC1=O)C1=C(C=CC=C1F)F)=O)Cl (5-(4-(3-Chloro-5-difluoromethoxy-2-pyridyloxy)-3,5-dichlorophenyl)-2-(2,6-difluorophenyl)-6H-1,3,5-oxadiazine-4,6-dione). Yield: 86.0%. RXN SMILES: [Cl:1][C:2]1[C:3]([O:12][C:13]2[C:18]([Cl:19])=[CH:17][C:16]([N:20]=[C:21]=[O:22])=[CH:15][C:14]=2[Cl:23])=[N:4][CH:5]=[C:6]([O:8][CH:9]([F:11])[F:10])[CH:7]=1.[F:24][C:25]1[CH:35]=[CH:34][CH:33]=[C:32]([F:36])[C:26]=1[C:27]([N:29]=[C:30]=[O:31])=[O:28]>CCCCCCC>[Cl:1][C:2]1[C:3]([O:12][C:13]2[C:18]([Cl:19])=[CH:17][C:16]([N:20]3[C:21](=[O:22])[O:28][C:27]([C:26]4[C:25]([F:24])=[CH:35][CH:34]=[CH:33][C:32]=4[F:36])=[N:29][C:30]3=[O:31])=[CH:15][C:14]=2[Cl:23])=[N:4][CH:5]=[C:6]([O:8][CH:9]([F:10])[F:11])[CH:7]=1. Reported procedure: 0.8 g (2.2 mmol) of 4-(3-chloro-5-difluoromethoxy-2-pyridyloxy)-3,5-dichlorophenyl isocyanate and 0.4 g (2.2 mmol) of 2,6-difluorobenzoyl isocyanate were stirred for 16 hours at 70° C. with the exclusion of moisture, and, after cooling, the solid formed was stirred with 5 ml of absolute n-heptane, filtered off under suction and recrystallized from cyclohexene/toluene; melting point 154°-6° C., yield: 86%. The reactants are ferric chloride, N1=CC(=CC=C1)OC=1C=C(C=CC1)[N+](=O)[O-] (3-(3-pyridyloxy)nitrobenzene), C(Cl)Cl (methylene chloride). Reagents/catalysts: [Fe] (iron). The solvent is O (water). Conditions: temperature 90 celsius, time 16 hour. Yields the product N1=CC(=CC=C1)OC=1C=C(N)C=CC1 (3-(3-pyridyloxy)aniline). Reaction SMILES: [N:1]1[CH:6]=[CH:5][CH:4]=[C:3]([O:7][C:8]2[CH:9]=[C:10]([N+:14]([O-])=O)[CH:11]=[CH:12][CH:13]=2)[CH:2]=1.C(Cl)Cl>O.[Fe]>[N:1]1[CH:6]=[CH:5][CH:4]=[C:3]([O:7][C:8]2[CH:9]=[C:10]([CH:11]=[CH:12][CH:13]=2)[NH2:14])[CH:2]=1. Reported procedure: The 3-(3-pyridyloxy)aniline is prepared as follows: ferric chloride (0.4 g) is added, at a temperature between 90° and 98° C., to a suspension of 3-(3-pyridyloxy)nitrobenzene (16.2 g) and iron powder (37.5 g) in distilled water (40 cc) which is heated to a temperature in the vicinity of 90° C. The suspension obtained is heated at a temperature in the vicinity of 98° C. for 1 hour and 15 minutes and then stirred at a temperature in the vicinity of 20° C. for 16 hours, treated with methylene chlor... Starting materials: O (water), Cl.ClC1=CN=C(C2=CC(=CC=C12)S(=O)(=O)NC1(CCCCC1)C(=O)O)NC(=N)N (1-{[(4-Chloro-1-guanidino-7-isoquinolinyl)sulphonyl]amino}cyclohexanecarboxylic acid hydrochloride), Cl.NC(=N)N (guanidine hydrochloride), ClC1=NC=C(C2=CC=C(C=C12)S(=O)(=O)NC1(CCCCC1)C(=O)OC)Cl (Methyl 1-{[(1,4-dichloro-7-isoquinolinyl)sulphonyl]amino}-cyclohexanecarboxylate). Solvent: CS(=O)C (DMSO). Reaction conditions: temperature 60 celsius. Yields the product ClC1=CN=C(C2=CC(=CC=C12)S(=O)(=O)NC1(CCCCC1)C(=O)OC)NC(=N)N (methyl 1-{[(4-chloro-1-guanidino-7-isoquinolinyl)sulphonyl]amino}cyclohexanecarboxylate). Isolated yield 5.8%. Reaction SMILES: Cl.[Cl:2][C:3]1[C:12]2[C:7](=[CH:8][C:9]([S:13]([NH:16][C:17]3([C:23]([OH:25])=[O:24])[CH2:22][CH2:21][CH2:20][CH2:19][CH2:18]3)(=[O:15])=[O:14])=[CH:10][CH:11]=2)[C:6]([NH:26][C:27]([NH2:29])=[NH:28])=[N:5][CH:4]=1.Cl.N[C:32](N)=N.ClC1C2C(=CC=C(S(NC3(C(OC)=O)CCCCC3)(=O)=O)C=2)C(Cl)=CN=1.O>CS(C)=O>[Cl:2][C:3]1[C:12]2[C:7](=[CH:8][C:9]([S:13]([NH:16][C:17]3([C:23]([O:25][CH3:32])=[O:24])[CH2:22][CH2:21][CH2:20][CH2:19][CH2:18]3)(=[O:14])=[O:15])=[CH:10][CH:11]=2)[C:6]([NH:26][C:27]([NH2:29])=[NH:28])=[N:5][CH:4]=1 |f:0.1,2.3|. Procedure: 1-{[(4-Chloro-1-guanidino-7-isoquinolinyl)sulphonyl]amino}cyclohexanecarboxylic acid hydrochloride ##STR54## NaH (22.3 mg, 80% dispersion by wt in mineral oil, 0.743 mmol) was added in one portion to a stirred solution of guanidine hydrochloride (117 mg, 1.98 mmol) in DMSO (5 mL) and the mixture was heated at 50-70° C. under N2 for 25 min. Methyl 1-{[(1,4-dichloro-7-isoquinolinyl)sulphonyl]amino}-cyclohexanecarboxylate (124 mg, 0.30 mmol) was added in one portion and the mixture heated at 80° C....